From a dataset of the Open Reaction Database (ORD), a public repository of structured organic reaction records. describe an organic reaction: reactants, conditions, products, and yield Reactants: CCO, Clc1ccc2sc(C3=CCNCC3)cc2c1, c1cc(OCC2CO2)c2cc[nH]c2c1. The product is OC(COc1cccc2[nH]ccc12)CN1CC=C(c2cc3cc(Cl)ccc3s2)CC1. Reaction SMILES: [CH3:31][CH2:32][OH:33].[Cl:15][c:16]1[cH:17][c:18]2[c:19]([s:20][c:21]([C:23]3=[CH:28][CH2:27][NH:26][CH2:25][CH2:24]3)[cH:22]2)[cH:29][cH:30]1.[O:1]1[CH:2]([CH2:4][O:5][c:6]2[c:7]3[cH:8][cH:9][nH:10][c:11]3[cH:12][cH:13][cH:14]2)[CH2:3]1>>[OH:1][CH:2]([CH2:3][N:26]1[CH2:25][CH2:24][C:23]([c:21]2[s:20][c:19]3[c:18]([cH:17][c:16]([Cl:15])[cH:30][cH:29]3)[cH:22]2)=[CH:28][CH2:27]1)[CH2:4][O:5][c:6]1[c:7]2[cH:8][cH:9][nH:10][c:11]2[cH:12][cH:13][cH:14]1. Product: CN(C)CC(C#N)CO. Starting materials: C1CCOC1, CNC, C=C(C#N)CO. RXN SMILES: [CH2:10]1[O:11][CH2:12][CH2:13][CH2:14]1.[CH3:7][NH:8][CH3:9].[OH:1][CH2:2][C:3]([C:4]#[N:5])=[CH2:6]>>[OH:1][CH2:2][CH:3]([C:4]#[N:5])[CH2:6][N:8]([CH3:7])[CH3:9]. Starting materials: FC1=CC=C(C=C1)NN (4-fluorophenylhydrazine), C1CC2CC(=O)CC1N2 (nortropinone). The solvent is C(C)O (ethanol). Product: FC=1C=C2C3=C(NC2=CC1)CC1CCC3N1 (2-Fluoro-5,6,7,8,9,10-hexahydro-7,10-iminocyclohept[b]indole). Yield: 75.0%. As a reaction SMILES: [F:1][C:2]1[CH:7]=[CH:6][C:5]([NH:8]N)=[CH:4][CH:3]=1.[CH2:10]1[CH:17]2[NH:18][CH:12]([CH2:13][C:14]([CH2:16]2)=O)[CH2:11]1>C(O)C>[F:1][C:2]1[CH:7]=[C:6]2[C:5](=[CH:4][CH:3]=1)[NH:8][C:14]1[CH2:13][CH:12]3[NH:18][CH:17]([C:16]2=1)[CH2:10][CH2:11]3. Procedure: This compound was prepared from 4-fluorophenylhydrazine and nortropinone by the procedures described in Example 1, Method A (75% yield) or Method B (60% yield). A hydrogen fumarate hemihydrate was prepared in ethanol, mp 145° C. dec; NMR (DMSO-D6) d 1.71-1.78. (1H, m), 1.95-1.98 (1H, m), 2.19-2.22 (2H, m), 2.79 (1H, d, J=16.8 Hz), 3.36 (1H, dd, J-16.9, 4.4 Hz), 4.33 (1H, bs), 5.00 (1H, d, J=4.2 Hz), 6.43 (2H, s), 6.84-6.91 (1H, m), 7.28=7.36 (2H, m), 11.30 (1H, s). Anal. (C13H13N2F.C4H4O4.0.5H2O... The product is O=C1CCC(O)N1c1ccc(Oc2ccc(Cl)cc2)cc1. The reactants are CC(C)C[AlH]CC(C)C, O=C1CCC(=O)N1c1ccc(Oc2ccc(Cl)cc2)cc1, ClCCl, N#N. Reaction SMILES: [CH3:22][CH:23]([CH2:24][AlH:25][CH2:26][CH:27]([CH3:28])[CH3:29])[CH3:30].[Cl:1][c:2]1[cH:3][cH:4][c:5]([O:6][c:7]2[cH:8][cH:9][c:10]([N:13]3[C:14](=[O:19])[CH2:15][CH2:16][C:17]3=[O:18])[cH:11][cH:12]2)[cH:20][cH:21]1.[Cl:33][CH2:34][Cl:35].[N:31]#[N:32]>>[Cl:1][c:2]1[cH:3][cH:4][c:5]([O:6][c:7]2[cH:8][cH:9][c:10]([N:13]3[C:14](=[O:19])[CH2:15][CH2:16][CH:17]3[OH:18])[cH:11][cH:12]2)[cH:20][cH:21]1. Reactants: NC1=C(C=CC(=N1)NCCNC1=NC=C(C(=N1)C1=C(C=C(C=C1)Cl)Cl)NC(CNC)=O)[N+](=O)[O-] (N-[2-({2-[(6-amino-5-nitro(2-pyridyl))amino]ethyl}amino)-4-(2,4-dichlorophenyl)pyrimidin-5-yl]-2-(methylamino)acetamide), amino{2-[(6-amino-5-nitro(2-pyridyl))-amino]ethyl}carboxamidine, C(C)(C)(C)ON(C(=O)C)CC(=O)O (2-[(tert-butoxy)-N-methylcarbonylamino]acetic acid), ClC1=C(C=CC(=C1)Cl)C(CCl)=O (1-(2,4-dichlorophenyl)-2-chloroethan-1-one), C1(C=2C(C(N1)=O)=CC=CC2)=O (phthalimide). Product: NC1=C(C=CC(=N1)NCCNC1=NC=C(C(=N1)C1=C(C=C(C=C1)Cl)Cl)C(C(=O)N)NC)[N+](=O)[O-] (2-({2-[(6-amino-5-nitro(2-pyridyl))amino]ethyl amino)-4-(2,4-dichlorophenyl)pyrimidin-5-yl]-2-(methylamino)acetamide). RXN SMILES: [NH2:1][C:2]1[N:7]=[C:6]([NH:8][CH2:9][CH2:10][NH:11][C:12]2[N:17]=[C:16]([C:18]3[CH:23]=[CH:22][C:21]([Cl:24])=[CH:20][C:19]=3[Cl:25])[C:15](NC(=O)CNC)=[CH:14][N:13]=2)[CH:5]=[CH:4][C:3]=1[N+:32]([O-:34])=[O:33].ClC1C=C(Cl)C=CC=1C(=O)CCl.C1(=O)[NH:51]C(=O)C2=CC=CC=C12.C(O[N:63]([CH2:67][C:68]([OH:70])=O)[C:64](C)=O)(C)(C)C>>[NH2:1][C:2]1[N:7]=[C:6]([NH:8][CH2:9][CH2:10][NH:11][C:12]2[N:17]=[C:16]([C:18]3[CH:23]=[CH:22][C:21]([Cl:24])=[CH:20][C:19]=3[Cl:25])[C:15]([CH:67]([NH:63][CH3:64])[C:68]([NH2:51])=[O:70])=[CH:14][N:13]=2)[CH:5]=[CH:4][C:3]=1[N+:32]([O-:34])=[O:33]. Reported procedure: N-[2-({2-[(6-amino-5-nitro(2-pyridyl))amino]ethyl}amino)-4-(2,4-dichlorophenyl)pyrimidin-5-yl]-2-(methylamino)acetamide was made in accordance with the foregoing procedures through steps A using 1-(2,4-dichlorophenyl)-2-chloroethan-1-one and phthalimide, B, C using amino{2-[(6-amino-5-nitro(2-pyridyl))-amino]ethyl}carboxamidine, D, E, F using 2-[(tert-butoxy)-N-methylcarbonylamino]acetic acid, and G.